This data is from the Open Reaction Database (ORD), a public repository of structured organic reaction records. The task is: describe an organic reaction: reactants, conditions, products, and yield Reactants: O=S(=O)([O-])c1ccc2c3ccccc3[s+](C(F)(F)F)c2c1, CN(C)C=O, CC(Nc1nccc(-n2cnc3cc(N)ccc32)n1)c1ccccc1. Yields the product CC(Nc1nccc(-n2cnc3c(C(F)(F)F)c(N)ccc32)n1)c1ccccc1. As a reaction SMILES: [F:26][C:27]([s+:28]1[c:29]2[cH:30][cH:31][cH:32][cH:33][c:34]2[c:35]2[cH:36][cH:37][c:38]([S:39]([O-:40])(=[O:41])=[O:42])[cH:43][c:44]12)([F:45])[F:46].[O:47]=[CH:48][N:49]([CH3:50])[CH3:51].[c:1]1([CH:7]([CH3:8])[NH:9][c:10]2[n:11][cH:12][cH:13][c:14](-[n:16]3[cH:17][n:18][c:19]4[c:20]3[cH:21][cH:22][c:23]([NH2:25])[cH:24]4)[n:15]2)[cH:2][cH:3][cH:4][cH:5][cH:6]1>>[c:1]1([CH:7]([CH3:8])[NH:9][c:10]2[n:11][cH:12][cH:13][c:14](-[n:16]3[cH:17][n:18][c:19]4[c:20]3[cH:21][cH:22][c:23]([NH2:25])[c:24]4[C:27]([F:26])([F:45])[F:46])[n:15]2)[cH:2][cH:3][cH:4][cH:5][cH:6]1. The reactants are [Na] (sodium), butane 1,4-bis-triphenyl phosphonium bromide, [N+](=O)([O-])C1=CC=C(C=O)C=C1 (p-nitrobenzaldehyde). Solvent: CCO (EtOH). Reaction conditions: time 8 hour. Yields the product [N+](=O)([O-])C1=CC=C(C=C1)C=CCCC=CC1=CC=C(C=C1)[N+](=O)[O-] (1,6-Bis(p-nitrophenyl)-1,5-hexadiene). The yield is 14.0%. RXN SMILES: [Na].[N+:2]([C:5]1[CH:12]=[CH:11][C:8]([CH:9]=O)=[CH:7][CH:6]=1)([O-:4])=[O:3]>CCO>[N+:2]([C:5]1[CH:12]=[CH:11][C:8]([CH:9]=[CH:12][CH2:5][CH2:6][CH:7]=[CH:9][C:8]2[CH:11]=[CH:12][C:5]([N+:2]([O-:4])=[O:3])=[CH:6][CH:7]=2)=[CH:7][CH:6]=1)([O-:4])=[O:3] |^1:0|. Reported procedure: To a solution of 0.76 g of sodium in 50 ml of absolute EtOH was added 12.25 g of butane-1,4-bis-triphenyl phosphonium bromide. Ten minutes later, 5 g of p-nitrobenzaldehyde was then added. The reaction mixture was stirred at room temperature overnight and the solvent was removed in vacuo. The residue was treated with CH2Cl2. The organic solution was washed with H2O, dried with (MgSO4), and concentrated to give 0.5 g of product as a yellow solid. Starting materials: CC=1C=C(C=CC1C)P(Cl)Cl (3,4-dimethylphenyl phosphonous dichloride), P(Cl)(Cl)Cl (Phosphorus trichloride). The reagents and catalysts are [Cl-].[Zn+2].[Cl-] (zinc chloride). Conditions: temperature 120 celsius, time 5 hour. The product is CC=1C=C(C=CC1C)P(C1=CC(=C(C=C1)C)C)Cl (bis(3,4-dimethylphenyl) phosphinous monochloride). Yield: 56.7%. RXN SMILES: [CH3:1][C:2]1[CH:3]=[C:4]([P:9]([Cl:11])Cl)[CH:5]=[CH:6][C:7]=1[CH3:8].P(Cl)(Cl)Cl>[Cl-].[Zn+2].[Cl-]>[CH3:1][C:2]1[CH:3]=[C:4]([P:9]([Cl:11])[C:4]2[CH:5]=[CH:6][C:7]([CH3:8])=[C:2]([CH3:1])[CH:3]=2)[CH:5]=[CH:6][C:7]=1[CH3:8] |f:2.3.4|. Procedure details: A mixture of 3,4-dimethylphenyl phosphonous dichloride (37.6 g) and freshly prepared anhydrous zinc chloride (1.96 g) was heated at 280°-320° C. in a distillation apparatus which incorporated a heated fractionating head, maintained at 120° C. The reaction was carried out under a reduced pressure of approximately 200 mmHg for a period of 5 hours. Phosphorus trichloride (12.4 g) was evolved during the reaction and was trapped out using liquid nitrogen. The reaction mixture was then fractionally di... Starting materials: O (water), COCOC1=CC=C(C=C1)C=C(Br)Br (4-(2,2-dibromoethenyl)phenol methoxymethyl ether), C[Si](Cl)(C)C (trimethylchlorosilane), CCCCCC.C(CCC)[Li] (n-butyl lithium hexane). The solvent is C1CCOC1 (THF). Reaction conditions: time 1 hour. The product is COCOC1=CC=C(C=C1)C#C[Si](C)(C)C (4-(2-trimethylsilylethynyl)phenol methoxymethyl ether). Reaction SMILES: [CH3:1][O:2][CH2:3][O:4][C:5]1[CH:10]=[CH:9][C:8]([CH:11]=[C:12](Br)Br)=[CH:7][CH:6]=1.CCCCCC.C([Li])CCC.[CH3:26][Si:27]([CH3:30])([CH3:29])Cl.O>C1COCC1>[CH3:1][O:2][CH2:3][O:4][C:5]1[CH:10]=[CH:9][C:8]([C:11]#[C:12][Si:27]([CH3:30])([CH3:29])[CH3:26])=[CH:7][CH:6]=1 |f:1.2|. Reported procedure: A solution of 4-(2,2-dibromoethenyl)phenol methoxymethyl ether (16.56 g) in THF (350 ml) was cooled to -78° C., to which was added dropwise, under argon atmosphere, a 1.6M n-butyl lithium hexane solution (70 ml). The mixture was stirred for one hour under the same conditions, which was then warmed and stirred for one hour at room temperature. The reaction mixture was cooled with ice, to which was added dropwise trimethylchlorosilane (7.2 ml). The mixture was then stirred for 3 hours while warmin... Reactants: ClC=1C=C(C=O)C=CC1 (m-chlorobenzaldehyde), C(CC(=O)C)(=O)OCCN1CCN(CC1)C(C1=CC=CC=C1)C1=CC=CC=C1 (2-(4-benzhydryl-1-piperazinyl)ethyl acetoacetate), N\C(=C/C(=O)OC)\C (methyl 3-aminocrotonate). Solvent: C(C)(C)O (isopropyl alcohol). Yields the product ClC=1C=C(C=CC1)C1C(=C(NC(=C1C(=O)OC)C)C)C(=O)OCCN1CCN(CC1)C(C1=CC=CC=C1)C1=CC=CC=C1 (2-(4-benzhydryl-1-piperazinyl)ethyl methyl 4-(3-chlorophenyl)-2,6-dimethyl-1,4-dihydropyridine-3,5-dicarboxylate). Yield: 28.3%. RXN SMILES: [Cl:1][C:2]1[CH:3]=[C:4]([CH:7]=[CH:8][CH:9]=1)[CH:5]=O.[C:10]([O:16][CH2:17][CH2:18][N:19]1[CH2:24][CH2:23][N:22]([CH:25]([C:32]2[CH:37]=[CH:36][CH:35]=[CH:34][CH:33]=2)[C:26]2[CH:31]=[CH:30][CH:29]=[CH:28][CH:27]=2)[CH2:21][CH2:20]1)(=[O:15])[CH2:11][C:12]([CH3:14])=O.[NH2:38]/[C:39](/[CH3:45])=[CH:40]\[C:41]([O:43][CH3:44])=[O:42]>C(O)(C)C>[Cl:1][C:2]1[CH:3]=[C:4]([CH:5]2[C:40]([C:41]([O:43][CH3:44])=[O:42])=[C:39]([CH3:45])[NH:38][C:12]([CH3:14])=[C:11]2[C:10]([O:16][CH2:17][CH2:18][N:19]2[CH2:24][CH2:23][N:22]([CH:25]([C:26]3[CH:27]=[CH:28][CH:29]=[CH:30][CH:31]=3)[C:32]3[CH:37]=[CH:36][CH:35]=[CH:34][CH:33]=3)[CH2:21][CH2:20]2)=[O:15])[CH:7]=[CH:8][CH:9]=1. Procedure details: A mixture of m-chlorobenzaldehyde, 2-(4-benzhydryl-1-piperazinyl)ethyl acetoacetate and methyl 3-aminocrotonate was worked up in isopropyl alcohol in the same manner as Example 1 to give 2-(4-benzhydryl-1-piperazinyl)ethyl methyl 4-(3-chlorophenyl)-2,6-dimethyl-1,4-dihydropyridine-3,5-dicarboxylate as a light yellow powder, m.p. 74°-80° C. (sintering). Yield 28.3%. IR(Nujol)cm-1 : 3325, 1695, 1680. NMR(CDCl3) δ: 2.32(6H,s, ##STR36## 3.60(3H,s,COOCH3), 4.96(1H,s,C(4) --H), 5.64(1H,broad s, NH).